describe an organic reaction: reactants, conditions, products, and yield From a dataset of the Open Reaction Database (ORD), a public repository of structured organic reaction records. Starting materials: C(C1=CC=CC=C1)O (benzyl alcohol), C(#N)[Cu] (CuCN), [NH4+].[Cl-].[NH4+].[OH-] (NH4Cl NH4OH), CCOC(=O)C (EtOAc). Solvent: CN(C)C=O (DMF). Reaction conditions: temperature 150 celsius, time 20 hour. Product: OCC1=C(C=C(C#N)C=C1)OC (4-hydroxymethyl-3-methoxy-benzonitrile). Reaction SMILES: [CH2:1]([OH:8])[C:2]1[CH:7]=[CH:6][CH:5]=[CH:4][CH:3]=1.[C:9]([Cu])#[N:10].C[CH2:13][O:14]C(C)=O.[NH4+].[Cl-].[NH4+].[OH-]>CN(C=O)C>[OH:8][CH2:1][C:2]1[CH:7]=[CH:6][C:5]([C:9]#[N:10])=[CH:4][C:3]=1[O:14][CH3:13] |f:3.4.5.6|. Procedure: To the benzyl alcohol prepared in step 1 (0.86 g, 4.0 mmol) in DMF (8 mL) was added CuCN (1.1 g, 12 mmol). The mixture was warmed to 150° C. and stirred for 20 h. The mixture was then cooled to room temperature and EtOAc was added, followed by a saturated NH4Cl/NH4OH solution. The mixture was stirred vigorously for 10 minutes and extracted with EtOAc, then the organic layer was dried (MgSO4), filtered, and concentrated in vacuo. Purification by silica gel chromatography provided 4-hydroxymethyl-... Starting materials: Cc1nc(-c2ccc(C(F)(F)F)cc2)sc1COc1ccc2c(C)cn(CC(=O)OC(C)(C)C)c2c1, [Li+], [OH-]. Yields the product Cc1nc(-c2ccc(C(F)(F)F)cc2)sc1COc1ccc2c(C)cn(CC(=O)O)c2c1. As a reaction SMILES: [C:1]([CH3:2])([CH3:3])([CH3:4])[O:5][C:6]([CH2:7][n:8]1[cH:9][c:10]([CH3:35])[c:11]2[cH:12][cH:13][c:14]([O:17][CH2:18][c:19]3[c:20]([CH3:34])[n:21][c:22](-[c:24]4[cH:25][cH:26][c:27]([C:30]([F:31])([F:32])[F:33])[cH:28][cH:29]4)[s:23]3)[cH:15][c:16]12)=[O:36].[Li+:38].[OH-:37]>>[O:5]=[C:6]([CH2:7][n:8]1[cH:9][c:10]([CH3:35])[c:11]2[cH:12][cH:13][c:14]([O:17][CH2:18][c:19]3[c:20]([CH3:34])[n:21][c:22](-[c:24]4[cH:25][cH:26][c:27]([C:30]([F:31])([F:32])[F:33])[cH:28][cH:29]4)[s:23]3)[cH:15][c:16]12)[OH:36].